This data is from the Open Reaction Database (ORD), a public repository of structured organic reaction records. The task is: describe an organic reaction: reactants, conditions, products, and yield The reactants are CCOC(=O)c1ccc2ccc(OC)cc2c1-c1cccc(OC)c1, CO, [K+], [OH-]. Yields the product COc1cccc(-c2c(C(=O)O)ccc3ccc(OC)cc23)c1. Reaction SMILES: [CH2:1]([CH3:2])[O:3][C:4](=[O:5])[c:6]1[c:7](-[c:18]2[cH:19][c:20]([O:24][CH3:25])[cH:21][cH:22][cH:23]2)[c:8]2[cH:9][c:10]([O:16][CH3:17])[cH:11][cH:12][c:13]2[cH:14][cH:15]1.[CH3:26][OH:27].[K+:29].[OH-:28]>>[O:3]=[C:4]([OH:5])[c:6]1[c:7](-[c:18]2[cH:19][c:20]([O:24][CH3:25])[cH:21][cH:22][cH:23]2)[c:8]2[cH:9][c:10]([O:16][CH3:17])[cH:11][cH:12][c:13]2[cH:14][cH:15]1. The reactants are C(C)(C)(C)OC(=O)N1CCN(CC1)C(=O)C1=NN(C(=C1)C1=CC=CC=C1)C=1C=NC(=CC1)OC (4-[1-(6-Methoxy-3-pyridyl)-5-phenylpyrazole-3-carbonyl]piperazine-1-carboxylic acid tert-butyl ester), C(Cl)Cl (methylene chloride). Solvent: C1(=CC=CC=C1)OC (anisole), FC(C(=O)O)(F)F (trifluoroacetic acid). Conditions: time 30 minute. Product: Cl.COC1=CC=C(C=N1)N1N=C(C=C1C1=CC=CC=C1)C(=O)N1CCNCC1 (1-[1-(6-Methoxy-3-pyridyl)-5-phenylpyrazole-3-carbonyl]piperazine hydrochloride). Isolated yield 76.0%. Reaction SMILES: C(OC([N:8]1[CH2:13][CH2:12][N:11]([C:14]([C:16]2[CH:20]=[C:19]([C:21]3[CH:26]=[CH:25][CH:24]=[CH:23][CH:22]=3)[N:18]([C:27]3[CH:28]=[N:29][C:30]([O:33][CH3:34])=[CH:31][CH:32]=3)[N:17]=2)=[O:15])[CH2:10][CH2:9]1)=O)(C)(C)C.C(Cl)[Cl:36]>C1(OC)C=CC=CC=1.FC(F)(F)C(O)=O>[ClH:36].[CH3:34][O:33][C:30]1[N:29]=[CH:28][C:27]([N:18]2[C:19]([C:21]3[CH:22]=[CH:23][CH:24]=[CH:25][CH:26]=3)=[CH:20][C:16]([C:14]([N:11]3[CH2:12][CH2:13][NH:8][CH2:9][CH2:10]3)=[O:15])=[N:17]2)=[CH:32][CH:31]=1 |f:4.5|. Procedure: To a solution of 4-[1-(6-methoxy-3-pyridyl)-5-phenylpyrazole-3-carbonyl]piperazine-1-carboxylic acid tert-butyl ester (332 mg) obtained in Example 64 in methylene chloride (2 mL), anisole (0.4 mL) and trifluoroacetic acid (1.6 mL) were added, and the mixture was stirred at room temperature for 30 minutes. The reaction solvent was removed under reduced pressure, and the residue was partitioned between water and diethyl ether. The aqueous layer was alkalinized with saturated aqueous sodium hydroge... Starting materials: O (Water), ClCC1CC1 ((Chloromethyl)cyclopropane), COC1=CC=C(C=C1)C1=C(C(NN=C1C1=CC=C(C=C1)OC)=O)C#N (5,6-bis(4-methoxyphenyl)-4-cyano-2H-pyridazin-3-one), C([O-])([O-])=O.[K+].[K+] (potassium carbonate). Solvent: CN(C=O)C (N,N-dimethylformamide). Conditions: temperature 80 celsius, time 6 hour. The product is COC1=CC=C(C=C1)C1=C(C(N(N=C1C1=CC=C(C=C1)OC)CC1CC1)=O)C#N (5,6-bis(4-Methoxyphenyl)-4-cyano-2-cyclopropylmethyl-2H-pyridazin-3-one). Isolated yield 71.5%. As a reaction SMILES: Cl[CH2:2][CH:3]1[CH2:5][CH2:4]1.[CH3:6][O:7][C:8]1[CH:13]=[CH:12][C:11]([C:14]2[C:19]([C:20]3[CH:25]=[CH:24][C:23]([O:26][CH3:27])=[CH:22][CH:21]=3)=[N:18][NH:17][C:16](=[O:28])[C:15]=2[C:29]#[N:30])=[CH:10][CH:9]=1.C(=O)([O-])[O-].[K+].[K+].O>CN(C)C=O>[CH3:6][O:7][C:8]1[CH:13]=[CH:12][C:11]([C:14]2[C:19]([C:20]3[CH:25]=[CH:24][C:23]([O:26][CH3:27])=[CH:22][CH:21]=3)=[N:18][N:17]([CH2:2][CH:3]3[CH2:5][CH2:4]3)[C:16](=[O:28])[C:15]=2[C:29]#[N:30])=[CH:10][CH:9]=1 |f:2.3.4|. Procedure details: (Chloromethyl)cyclopropane (0.6 ml, 6.36 mmol) was added to a solution of 5,6-bis(4-methoxyphenyl)-4-cyano-2H-pyridazin-3-one (1.71 g, 5.10 mmol) and potassium carbonate (2.02 g, 14.62 mmol) in N,N-dimethylformamide (5 ml), followed by stirring at a bath temperature of 80° C. for 6 hours. Water was then added to the reaction mixture, followed by extraction with ethyl acetate (300 ml). The organic layer was washed with water and a saturated aqueous solution of sodium chloride (brine), successivel...